Dataset: the Open Reaction Database (ORD), a public repository of structured organic reaction records. Task: describe an organic reaction: reactants, conditions, products, and yield The reactants are OC1=C(C=C(C=C1)C=1C=CC2=C(NC3=C(NC2=O)C=C(C=C3)CCOC3=CC=C(C=C3)N3CCOCC3)C1)OC (3-(4-hydroxy-3-methoxyphenyl)-8-[2-(4-morpholin-4-ylphenoxy)ethyl]-5,10-dihydro-11H-dibenzo[b,e][1,4]diazepin-11-one), Cl.ClCC1=CC=NC=C1 (4-chloromethylpyridine hydrochloride), C(=O)([O-])[O-].[K+].[K+] (K2CO3). The solvent is CN(C)C=O (DMF), C(C)(=O)OCC (ethyl acetate). Reaction conditions: temperature 80 celsius. Product: COC=1C=C(C=CC1OCC1=CC=NC=C1)C=1C=CC2=C(NC3=C(NC2=O)C=C(C=C3)CCOC3=CC=C(C=C3)N3CCOCC3)C1 (3-[3-methoxy-4-(pyridin-4-ylmethoxy)phenyl]-8-[2-(4-morpholin-4-ylphenoxy)ethyl]-5,10-dihydro-11H-dibenzo[b,e][1,4]diazepin-11-one), di-TFA. RXN SMILES: [OH:1][C:2]1[CH:7]=[CH:6][C:5]([C:8]2[CH:9]=[CH:10][C:11]3[C:17](=[O:18])[NH:16][C:15]4[CH:19]=[C:20]([CH2:23][CH2:24][O:25][C:26]5[CH:31]=[CH:30][C:29]([N:32]6[CH2:37][CH2:36][O:35][CH2:34][CH2:33]6)=[CH:28][CH:27]=5)[CH:21]=[CH:22][C:14]=4[NH:13][C:12]=3[CH:38]=2)=[CH:4][C:3]=1[O:39][CH3:40].Cl.Cl[CH2:43][C:44]1[CH:49]=[CH:48][N:47]=[CH:46][CH:45]=1.C([O-])([O-])=O.[K+].[K+]>CN(C=O)C.C(OCC)(=O)C>[CH3:40][O:39][C:3]1[CH:4]=[C:5]([C:8]2[CH:9]=[CH:10][C:11]3[C:17](=[O:18])[NH:16][C:15]4[CH:19]=[C:20]([CH2:23][CH2:24][O:25][C:26]5[CH:31]=[CH:30][C:29]([N:32]6[CH2:33][CH2:34][O:35][CH2:36][CH2:37]6)=[CH:28][CH:27]=5)[CH:21]=[CH:22][C:14]=4[NH:13][C:12]=3[CH:38]=2)[CH:6]=[CH:7][C:2]=1[O:1][CH2:43][C:44]1[CH:49]=[CH:48][N:47]=[CH:46][CH:45]=1 |f:1.2,3.4.5|. Procedure details: A mixture of Example 474 (26.9 mg, 0.05 mmol) and 4-chloromethylpyridine hydrochloride (24.6 mg, 0.15 mmol) in DMF (1 mL) was treated with K2CO3 (34.6 mg, 0.25 mmol) and heated at 80° C. for 7 hours. The reaction mixture was then cooled to room temperature, diluted with ethyl acetate, washed with water and brine, dried (MgSO4), filtered, and concentrated under vacuum. The residue was purified by preparative HPLC to provide the title compound as the di-TFA salt. MS (ESI) m/e 629 (M+H)+; 1H NMR (3... Procedure: 0.81 G. of 2-carboxy-9-bromo-10,11-dihydro-5-oxo-5H-dibenzo[a,d]cycloheptene and 0.32 g. of cuprous chloride were refluxed for 8 hours in 10 ml of N-methylpyrrolidinone. The solution was cooled and added to a solution of 4.4 g. of ferric chloride hexahydrate in 6 ml of water and 3 ml of concentrated hydrochloric acid. The mixture was heated to 90° for 1 hour, then was poured into water and filtered. The residue was recrystallized from aqueous dimethylformamide to afford 2-carboxy-9-chloro-10,11-... As a reaction SMILES: [C:1]([C:4]1[CH:20]=[CH:19][C:7]2[C:8](=[O:18])[C:9]3[CH:16]=[CH:15][CH:14]=[C:13](Br)[C:10]=3[CH2:11][CH2:12][C:6]=2[CH:5]=1)([OH:3])=[O:2].[ClH:21]>CN1CCCC1=O.O>[C:1]([C:4]1[CH:20]=[CH:19][C:7]2[C:8](=[O:18])[C:9]3[CH:16]=[CH:15][CH:14]=[C:13]([Cl:21])[C:10]=3[CH2:11][CH2:12][C:6]=2[CH:5]=1)([OH:3])=[O:2]. Starting materials: C(=O)(O)C1=CC2=C(C(C3=C(CC2)C(=CC=C3)Br)=O)C=C1 (2-carboxy-9-bromo-10,11-dihydro-5-oxo-5H-dibenzo[a,d]cycloheptene), cuprous chloride, Cl (hydrochloric acid), ferric chloride hexahydrate. Run in CN1C(CCC1)=O (N-methylpyrrolidinone), O (water), O (water). Yields the product C(=O)(O)C1=CC2=C(C(C3=C(CC2)C(=CC=C3)Cl)=O)C=C1 (2-carboxy-9-chloro-10,11-dihydro-5-oxo-5H-dibenzo[a,d]cycloheptene). Starting materials: ClCCl, COc1ccc(Cn2c(-c3ccncc3)nc3cnc(Nc4ccc(F)cc4)nc32)c(OC)c1, O=C(O)C(F)(F)F. Yields the product Fc1ccc(Nc2ncc3nc(-c4ccncc4)[nH]c3n2)cc1. Reaction SMILES: [CH2:35]([Cl:36])[Cl:37].[CH3:1][O:2][c:3]1[cH:4][c:5]([O:29][CH3:30])[cH:31][cH:32][c:33]1[CH2:34][n:6]1[c:7]2[n:8][c:9]([NH:21][c:22]3[cH:23][cH:24][c:25]([F:28])[cH:26][cH:27]3)[n:10][cH:11][c:12]2[n:13][c:14]1-[c:15]1[cH:16][cH:17][n:18][cH:19][cH:20]1.[F:38][C:39]([F:40])([F:41])[C:42]([OH:43])=[O:44]>>[nH:6]1[c:7]2[n:8][c:9]([NH:21][c:22]3[cH:23][cH:24][c:25]([F:28])[cH:26][cH:27]3)[n:10][cH:11][c:12]2[n:13][c:14]1-[c:15]1[cH:16][cH:17][n:18][cH:19][cH:20]1. Reactants: [H-].[H-].[H-].[H-].[Li+].[Al+3] (LAH), C1(CCCCC1)N1N=C(C=C1C1=CC=C(C=C1)OCC1=CC=CC=C1)C(=O)OCC (Ethyl 1-cyclohexyl-5-(4-benzyloxyphenyl)-1H-pyrazole-3-carboxylate). The solvent is C1CCOC1 (THF), C1CCOC1 (THF). Reaction conditions: temperature 0 celsius, time 30 minute. The product is C1(CCCCC1)N1N=C(C=C1C1=CC=C(C=C1)OCC1=CC=CC=C1)CO ([1-cyclohexyl-5-(4-benzyloxyphenyl)-1H-pyrazol-3-yl]methanol). Yield: 99.7%. Reaction SMILES: [H-].[H-].[H-].[H-].[Li+].[Al+3].[CH:7]1([N:13]2[C:17]([C:18]3[CH:23]=[CH:22][C:21]([O:24][CH2:25][C:26]4[CH:31]=[CH:30][CH:29]=[CH:28][CH:27]=4)=[CH:20][CH:19]=3)=[CH:16][C:15]([C:32](OCC)=[O:33])=[N:14]2)[CH2:12][CH2:11][CH2:10][CH2:9][CH2:8]1>C1COCC1>[CH:7]1([N:13]2[C:17]([C:18]3[CH:23]=[CH:22][C:21]([O:24][CH2:25][C:26]4[CH:27]=[CH:28][CH:29]=[CH:30][CH:31]=4)=[CH:20][CH:19]=3)=[CH:16][C:15]([CH2:32][OH:33])=[N:14]2)[CH2:8][CH2:9][CH2:10][CH2:11][CH2:12]1 |f:0.1.2.3.4.5|. Reported procedure: To a suspension of LAH (52 mg, 1.36 mmol) in THF (6 ml) at 0° C., was added dropwise a solution of pyrazole ester 1.3 (500 mg, 1.24 mmol) in THF (3 ml). The mixture was stirred at 0° C. for 30 min, quenched with H2O, diluted with 1N HCl, and extracted with EtOAc (3×). The combined organic phase was washed with H2O, brine, and dried (Na2SO4). Filtration through a 1″ pad of SiO2, elution with ethyl acetate, and concentration of the filtrate afforded 448 mg (100%) alcohol 2.1. HRMS (ESI) calc'd for... Yields the product C(C)(=O)N1C[C@H]([C@@H](CC1)NC(=O)C1=C(NC=2C1=NC=CC2C2=C(C=C(C(=C2)OC)F)OCC2CC2)C)O (N-[(3R*,4R*)-1-Acetyl-3-hydroxypiperidin-4-yl]-7-[2-(cyclopropylmethoxy)-4-fluoro-5-methoxyphenyl]-2-methyl-1H-pyrrolo[3,2-b]pyridine-3-carboxamide). Reported procedure: Starting from 7-[2-(cyclopropylmethoxy)-4-fluoro-5-methoxyphenyl]-N-[(3R*,4R*)-3-hydroxypiperidin-4-yl]-2-methyl-1H-pyrrolo[3,2-b]pyridine-3-carboxamide hydrochloride (example D.f25) and commercially available acetyl chloride the title compound is obtained as colorless solid. The reactants are Cl.C1(CC1)COC1=C(C=C(C(=C1)F)OC)C1=C2C(=NC=C1)C(=C(N2)C)C(=O)N[C@H]2[C@@H](CNCC2)O (7-[2-(cyclopropylmethoxy)-4-fluoro-5-methoxyphenyl]-N-[(3R*,4R*)-3-hydroxypiperidin-4-yl]-2-methyl-1H-pyrrolo[3,2-b]pyridine-3-carboxamide hydrochloride), C(C)(=O)Cl (acetyl chloride). RXN SMILES: Cl.[CH:2]1([CH2:5][O:6][C:7]2[CH:12]=[C:11]([F:13])[C:10]([O:14][CH3:15])=[CH:9][C:8]=2[C:16]2[CH:21]=[CH:20][N:19]=[C:18]3[C:22]([C:26]([NH:28][C@@H:29]4[CH2:34][CH2:33][NH:32][CH2:31][C@H:30]4[OH:35])=[O:27])=[C:23]([CH3:25])[NH:24][C:17]=23)[CH2:4][CH2:3]1.[C:36](Cl)(=[O:38])[CH3:37]>>[C:36]([N:32]1[CH2:33][CH2:34][C@@H:29]([NH:28][C:26]([C:22]2[C:18]3=[N:19][CH:20]=[CH:21][C:16]([C:8]4[CH:9]=[C:10]([O:14][CH3:15])[C:11]([F:13])=[CH:12][C:7]=4[O:6][CH2:5][CH:2]4[CH2:4][CH2:3]4)=[C:17]3[NH:24][C:23]=2[CH3:25])=[O:27])[C@H:30]([OH:35])[CH2:31]1)(=[O:38])[CH3:37] |f:0.1|.